From a dataset of the Open Reaction Database (ORD), a public repository of structured organic reaction records. describe an organic reaction: reactants, conditions, products, and yield Reactants: BrC1=C(SC=2N=CN=C(C21)NC2CCC(CC2)N(C)C)CC (4-N-[5-bromo-6-ethylthieno[2,3-d]pyrimidin-4-yl]-1-N,1-N-dimethylcyclohexane-1,4-diamine), C(CCC)[Sn](C1=NC=CC=C1)(CCCC)CCCC (2-(tributylstannyl)pyridine). The reagents and catalysts are C1=CC=C(C=C1)P([C-]2C=CC=C2)C3=CC=CC=C3.C1=CC=C(C=C1)P([C-]2C=CC=C2)C3=CC=CC=C3.Cl[Pd]Cl.[Fe+2] (Pd(dppf)Cl2). Solvent: O1CCOCC1 (dioxane), O (H2O). Conditions: temperature 100 celsius, time 8 hour. The product is C(C)C1=C(C2=C(N=CN=C2NC2CCC(CC2)N(C)C)S1)C1=NC=CC=C1 (4-N-[6-ethyl-5-(pyridin-2-yl)thieno[2,3-d]pyrimidin-4-yl]-1-N,1-N-dimethylcyclohexane-1,4-diamine). Yield: 12.1%. As a reaction SMILES: Br[C:2]1[C:10]2[C:9]([NH:11][CH:12]3[CH2:17][CH2:16][CH:15]([N:18]([CH3:20])[CH3:19])[CH2:14][CH2:13]3)=[N:8][CH:7]=[N:6][C:5]=2[S:4][C:3]=1[CH2:21][CH3:22].C([Sn](CCCC)(CCCC)[C:28]1[CH:33]=[CH:32][CH:31]=[CH:30][N:29]=1)CCC>O1CCOCC1.O.C1C=CC(P(C2C=CC=CC=2)[C-]2C=CC=C2)=CC=1.C1C=CC(P(C2C=CC=CC=2)[C-]2C=CC=C2)=CC=1.Cl[Pd]Cl.[Fe+2]>[CH2:21]([C:3]1[S:4][C:5]2[N:6]=[CH:7][N:8]=[C:9]([NH:11][CH:12]3[CH2:17][CH2:16][CH:15]([N:18]([CH3:20])[CH3:19])[CH2:14][CH2:13]3)[C:10]=2[C:2]=1[C:28]1[CH:33]=[CH:32][CH:31]=[CH:30][N:29]=1)[CH3:22] |f:4.5.6.7|. Procedure details: Into a 25 ml sealed tube containing a solution of 4-N-[5-bromo-6-ethylthieno[2,3-d]pyrimidin-4-yl]-1-N,1-N-dimethylcyclohexane-1,4-diamine (100 mg, 0.26 mmol, 1.00 equiv) in dioxane (5 mL) was added 2-(tributylstannyl)pyridine (96 mg, 0.26 mmol, 1.00 equiv) and Pd(dppf)Cl2 (30 mg, 0.04 mmol, 0.16 equiv) at room temperature under nitrogen. The sealed tube was heated with stirring overnight at 100° C. The reaction mixture was cooled to room temperature and diluted with 20 mL of H2O, extracted with... Conditions: time 15 hour. As a reaction SMILES: O[CH2:2][CH2:3][CH2:4][N:5]([CH3:10])[CH2:6][CH2:7][CH2:8]O.[ClH:11].S(Cl)([Cl:14])=O>C(Cl)(Cl)Cl>[ClH:14].[Cl:11][CH2:2][CH2:3][CH2:4][N:5]([CH3:10])[CH2:6][CH2:7][CH2:8][Cl:14] |f:4.5|. Reported procedure: A solution of about 60 grams of N,N-bis(3-hydroxypropyl)methylamine in 110 ml of chloroform is saturated, with cooling and stirring, with anhydrous hydrogen chloride gas. To the resulting two-phase liquid mixture is added, over a period of about 30 minutes at a temperature of 0-5° C., approximately 66 ml of thionyl chloride. The homogeneous solution thus obtained is allowed to stand at room temperature for a period of about 15 hours, the solution is then heated at reflux temperature for an addit... Reactants: OCCCN(CCCO)C (N,N-bis(3-hydroxypropyl)methylamine), Cl (hydrogen chloride), S(=O)(Cl)Cl (thionyl chloride). The solvent is C(Cl)(Cl)Cl (chloroform). The product is Cl.ClCCCN(CCCCl)C (N,N-bis(3-chloropropyl) methylamine hydrochloride). Reactants: C1CCOC1, CI, CCOC(C)=O, Cc1cc(C)c2c(c1C)OC(C)(CO)C2, [Cl-], [H-], [NH4+], [Na+]. The product is COCC1(C)Cc2c(C)cc(C)c(C)c2O1. As a reaction SMILES: [CH2:28]1[O:29][CH2:30][CH2:31][CH2:32]1.[CH3:18][I:19].[CH3:22][CH2:23][O:24][C:25](=[O:26])[CH3:27].[CH3:3][C:4]1([CH2:16][OH:17])[O:5][c:6]2[c:7]([c:9]([CH3:15])[cH:10][c:11]([CH3:14])[c:12]2[CH3:13])[CH2:8]1.[Cl-:20].[H-:1].[NH4+:21].[Na+:2]>>[CH3:3][C:4]1([CH2:16][O:17][CH3:18])[O:5][c:6]2[c:7]([c:9]([CH3:15])[cH:10][c:11]([CH3:14])[c:12]2[CH3:13])[CH2:8]1. Yields the product NC(=O)CCCN1CCC(Oc2ccc(Oc3ccccc3)cc2)C1. Reactants: COC(=O)CCCN1CCC(Oc2ccc(Oc3ccccc3)cc2)C1, CO, N. Reaction SMILES: [CH3:1][O:2][C:3]([CH2:4][CH2:5][CH2:6][N:7]1[CH2:8][CH:9]([O:12][c:13]2[cH:14][cH:15][c:16]([O:19][c:20]3[cH:21][cH:22][cH:23][cH:24][cH:25]3)[cH:17][cH:18]2)[CH2:10][CH2:11]1)=[O:26].[CH3:28][OH:29].[NH3:27]>>[O:2]=[C:3]([CH2:4][CH2:5][CH2:6][N:7]1[CH2:8][CH:9]([O:12][c:13]2[cH:14][cH:15][c:16]([O:19][c:20]3[cH:21][cH:22][cH:23][cH:24][cH:25]3)[cH:17][cH:18]2)[CH2:10][CH2:11]1)[NH2:27]. Reactants: ClC=1C=CC(=C(C(=O)C2=CC=CC=C2)C1)NC=O (5-chloro-2-formamidobenzophenone), O.NN (hydrazine hydrate). Run in C(C)O (ethanol). Yields the product NN1C=NC2=CC=C(C=C2C1(C1=CC=CC=C1)O)Cl (3-amino-6-chloro-3,4-dihydro-4-hydroxy-4-phenylquinazoline). The yield is 95.0%. RXN SMILES: [Cl:1][C:2]1[CH:3]=[CH:4][C:5]([NH:16][CH:17]=O)=[C:6]([CH:15]=1)[C:7]([C:9]1[CH:14]=[CH:13][CH:12]=[CH:11][CH:10]=1)=[O:8].O.[NH2:20][NH2:21]>C(O)C>[NH2:20][N:21]1[C:7]([OH:8])([C:9]2[CH:14]=[CH:13][CH:12]=[CH:11][CH:10]=2)[C:6]2[C:5](=[CH:4][CH:3]=[C:2]([Cl:1])[CH:15]=2)[N:16]=[CH:17]1 |f:1.2|. Procedure details: To a solution of 2.7 parts of 5-chloro-2-formamidobenzophenone in 40 volume parts of ethanol is added 2.5 volume parts of hydrazine hydrate, followed by refluxing for 20 minutes. After cooling, the resulting crystals are recovered by filtration and washed with ethanol and ether and then dried. This procedure gives 3-amino-6-chloro-3,4-dihydro-4-hydroxy-4-phenylquinazoline as crystals melting at 189° to 192° C. Yield: 95%. Starting materials: Cl.[N+](=O)([O-])C=1C=C(N)C=CC1 (3-nitroaniline hydrochloride), N1(CCCC1)C(N)=N (1-pyrrolidinecarboximidamide), ClC1=CC=CC=C1 (chlorobenzene). Run in O (water). Yields the product [N+](=O)([O-])C=1C=C(C=CC1)NC(=N)N1CCCC1 (N-(3-nitrophenyl)-1-pyrrolidinecarboximidamide). Reaction SMILES: Cl.[N+:2]([C:5]1[CH:6]=[C:7]([CH:9]=[CH:10][CH:11]=1)[NH2:8])([O-:4])=[O:3].[N:12]1([C:17](=N)[NH2:18])[CH2:16][CH2:15][CH2:14][CH2:13]1.ClC1C=CC=CC=1>O>[N+:2]([C:5]1[CH:6]=[C:7]([NH:8][C:17]([N:12]2[CH2:16][CH2:15][CH2:14][CH2:13]2)=[NH:18])[CH:9]=[CH:10][CH:11]=1)([O-:4])=[O:3] |f:0.1|. Procedure: Samples of 3-nitroaniline hydrochloride, 15.5 g, and 1-pyrrolidinecarboximidamide, 9.6 g, were combined with 12 ml of chlorobenzene, and the mixture was warmed to reflux for three hours, and then allowed to cool. The resulting solid mass was taken up in 200 ml of hot water, and the chlorobenzene layer was separated. The aqueous layer was washed with 30 ml of chloroform and the combined organic layers were washed with 50 ml of water. The aqueous layers were combined, warmed, treated with charcoal... The reactants are FC(C=1C=C(CN(C(=O)C=2C(=NC(=NC2)COS(=O)(=O)C)C2=CC=CC=C2)C)C=C(C1)C(F)(F)F)(F)F (methanesulfonic acid 5-[(3,5-bis-trifluoromethyl-benzyl)-methyl-carbamoyl]-4-phenyl-pyrimidin-2-ylmethyl ester), C(Cl)Cl (CH2Cl2), O (H2O). Run at time 16 hour. The product is FC(C=1C=C(CN(C(=O)C=2C(=NC(=NC2)CN2CCOCC2)C2=CC=CC=C2)C)C=C(C1)C(F)(F)F)(F)F (2-morpholin-4-ylmethyl-4-phenyl-pyrimidine-5-carboxylic acid (3,5-bis-trifluoromethyl-benzyl)-methyl-amide). The yield is 88.0%. RXN SMILES: [F:1][C:2]([F:37])([F:36])[C:3]1[CH:4]=[C:5]([CH:29]=[C:30]([C:32]([F:35])([F:34])[F:33])[CH:31]=1)[CH2:6][N:7]([CH3:28])[C:8]([C:10]1[C:11]([C:22]2[CH:27]=[CH:26][CH:25]=[CH:24][CH:23]=2)=[N:12][C:13](COS(C)(=O)=O)=[N:14][CH:15]=1)=[O:9].C(Cl)Cl.[OH2:41]>>[F:37][C:2]([F:1])([F:36])[C:3]1[CH:4]=[C:5]([CH:29]=[C:30]([C:32]([F:35])([F:34])[F:33])[CH:31]=1)[CH2:6][N:7]([CH3:28])[C:8]([C:10]1[C:11]([C:22]2[CH:23]=[CH:24][CH:25]=[CH:26][CH:27]=2)=[N:12][C:13]([CH2:28][N:7]2[CH2:8][CH2:10][O:41][CH2:5][CH2:6]2)=[N:14][CH:15]=1)=[O:9]. Reported procedure: To a solution of 0.40 g (0.73 mmol) methanesulfonic acid 5-[(3,5-bis-trifluoromethyl-benzyl)-methyl-carbamoyl]-4-phenyl-pyrimidin-2-ylmethyl ester in 5 ml CH2Cl2 0.095 ml (1.10 mmol) morpholine were added. The reaction mixture was stirred for 16 hrs. at RT. The reaction mixture was poured into H2O and extracted three times with 50 ml CH2Cl2. The combined organic layers were dried (MgSO4), filtered and evaporated. The residue was purified by chromatography (SiO2, CH2Cl2/MeOH 10:1) to give 0.33 g ... Reactants: COc1cccc(C(=O)O)c1C, ClC(Cl)Cl, O=S(Cl)Cl. Yields the product COc1cccc(C(=O)Cl)c1C. As a reaction SMILES: [CH3:1][O:2][c:3]1[c:4]([CH3:12])[c:5]([C:6](=[O:7])[OH:8])[cH:9][cH:10][cH:11]1.[CH:17]([Cl:18])([Cl:19])[Cl:20].[S:13]([Cl:14])([Cl:15])=[O:16]>>[CH3:1][O:2][c:3]1[c:4]([CH3:12])[c:5]([C:6](=[O:7])[Cl:15])[cH:9][cH:10][cH:11]1. The reactants are C(C)(CC)N1C(C(=C(C(=C1)C1=NN(C=C1)C)OC)C#N)=O (1-(sec-butyl)-4-methoxy-5-(1-methyl-1H-pyrazol-3-yl)-2-oxo-1,2-dihydropyridine-3-carbonitrile), O.NN (hydrazine monohydrate). The solvent is C(C)O (ethanol). Run at temperature 90 celsius, time 1 hour. Yields the product NC1=NNC2=C1C(N(C=C2C2=NN(C=C2)C)C(C)CC)=O (3-amino-5-sec-butyl-7-(1-methyl-1H-pyrazol-3-yl)-1,5-dihydro-4H-pyrazolo[4,3-c]pyridin-4-one). The yield is 58.6%. RXN SMILES: [CH:1]([N:5]1[CH:10]=[C:9]([C:11]2[CH:15]=[CH:14][N:13]([CH3:16])[N:12]=2)[C:8](OC)=[C:7]([C:19]#[N:20])[C:6]1=[O:21])([CH2:3][CH3:4])[CH3:2].O.[NH2:23][NH2:24]>C(O)C>[NH2:20][C:19]1[C:7]2[C:6](=[O:21])[N:5]([CH:1]([CH2:3][CH3:4])[CH3:2])[CH:10]=[C:9]([C:11]3[CH:15]=[CH:14][N:13]([CH3:16])[N:12]=3)[C:8]=2[NH:24][N:23]=1 |f:1.2|. Reported procedure: To a mixture of 1-(sec-butyl)-4-methoxy-5-(1-methyl-1H-pyrazol-3-yl)-2-oxo-1,2-dihydropyridine-3-carbonitrile obtained in Step C (140 mg) and ethanol (5 mL) was added hydrazine monohydrate (122 mg), and the mixture was stirred at 90° C. for 1 hr, cooled to room temperature, and concentrated under reduced pressure. The residue was purified by silica gel column chromatography (basic silica gel, ethyl acetate/hexane), and recrystallized from ethyl acetate/diisopropyl ether to give the title compoun... Reported procedure: Prepared from (4-iodo-2-nitro-phenyl)-carbamic acid tert.-butyl ester (Example A1) (728 mg, 2.0 mmol) and 2-(phenylmethoxy)-5-(trimethylstannyl)-pyridine (766 mg, 2.2 mmol) [CAS-No. [188881-22-3], WO 9709311] according to the general procedure E. Obtained as a yellow solid (876 mg). The yield is 103.9%. As a reaction SMILES: [C:1]([O:5][C:6](=[O:18])[NH:7][C:8]1[CH:13]=[CH:12][C:11](I)=[CH:10][C:9]=1[N+:15]([O-:17])=[O:16])([CH3:4])([CH3:3])[CH3:2].[C:19]1([CH2:25][O:26][C:27]2[CH:32]=[CH:31][C:30]([Sn](C)(C)C)=[CH:29][N:28]=2)[CH:24]=[CH:23][CH:22]=[CH:21][CH:20]=1>>[C:1]([O:5][C:6](=[O:18])[NH:7][C:8]1[CH:13]=[CH:12][C:11]([C:30]2[CH:29]=[N:28][C:27]([O:26][CH2:25][C:19]3[CH:24]=[CH:23][CH:22]=[CH:21][CH:20]=3)=[CH:32][CH:31]=2)=[CH:10][C:9]=1[N+:15]([O-:17])=[O:16])([CH3:4])([CH3:3])[CH3:2]. The reactants are C(C)(C)(C)OC(NC1=C(C=C(C=C1)I)[N+](=O)[O-])=O ((4-Iodo-2-nitro-phenyl)-carbamic acid tert.-butyl ester), C1(=CC=CC=C1)COC1=NC=C(C=C1)[Sn](C)(C)C (2-(phenylmethoxy)-5-(trimethylstannyl)-pyridine). Yields the product C(C)(C)(C)OC(NC1=C(C=C(C=C1)C=1C=NC(=CC1)OCC1=CC=CC=C1)[N+](=O)[O-])=O ([4-(6-Benzyloxy-pyridin-3-yl)-2-nitro-phenyl]-carbamic acid tert.-butyl ester).